This data is from the Open Reaction Database (ORD), a public repository of structured organic reaction records. The task is: describe an organic reaction: reactants, conditions, products, and yield The reactants are CS(=O)(=O)Cl, CN(C)c1ccncc1, Cn1cc(C(=O)NCc2ccc(Cl)cc2)c(=O)c2cc(CO)cc(I)c21, CN(C)C=O, Cc1cc(C)nc(C)c1. Product: Cn1cc(C(=O)NCc2ccc(Cl)cc2)c(=O)c2cc(CCl)cc(I)c21. RXN SMILES: [CH3:36][S:37]([Cl:38])(=[O:39])=[O:40].[CH3:41][N:42]([c:43]1[cH:44][cH:45][n:46][cH:47][cH:48]1)[CH3:49].[Cl:1][c:2]1[cH:3][cH:4][c:5]([CH2:6][NH:7][C:8](=[O:9])[c:10]2[cH:11][n:12]([CH3:24])[c:13]3[c:14]([I:23])[cH:15][c:16]([CH2:21][OH:22])[cH:17][c:18]3[c:19]2=[O:20])[cH:25][cH:26]1.[O:50]=[CH:51][N:52]([CH3:53])[CH3:54].[n:27]1[c:28]([CH3:29])[cH:30][c:31]([CH3:32])[cH:33][c:34]1[CH3:35]>>[Cl:1][c:2]1[cH:3][cH:4][c:5]([CH2:6][NH:7][C:8](=[O:9])[c:10]2[cH:11][n:12]([CH3:24])[c:13]3[c:14]([I:23])[cH:15][c:16]([CH2:21][Cl:38])[cH:17][c:18]3[c:19]2=[O:20])[cH:25][cH:26]1. Yields the product BrC=1C=C2C=CC(=CC2=CC1)O[Si](C)(C)C(C)(C)C ((6-bromonaphthalen-2-yloxy)-tert.-butyldimethylsilane). The solvent is CN(C=O)C (dimethylformamide). Reported procedure: 200 g 6-bromonaphthalen-2-ol, 143 g imidazole and 151 g tert.-butylchlorodimethylsilane were dissolved in 1,000 ml dimethylformamide, stirred for two hours at ambient temperature, the solution largely concentrated (506 g), the residue dissolved in ethyl acetate and water, 1,500 ml saturated sodium chloride solution added, the phases separated, the aqueous phase extracted twice with ethyl acetate and the organic phases combined and concentrated. The crude product obtained was dissolved in boiling... RXN SMILES: [Br:1][C:2]1[CH:3]=[C:4]2[C:9](=[CH:10][CH:11]=1)[CH:8]=[C:7]([OH:12])[CH:6]=[CH:5]2.N1C=CN=C1.[C:18]([Si:22](Cl)([CH3:24])[CH3:23])([CH3:21])([CH3:20])[CH3:19].CCCCCC>CN(C)C=O>[Br:1][C:2]1[CH:3]=[C:4]2[C:9](=[CH:10][CH:11]=1)[CH:8]=[C:7]([O:12][Si:22]([C:18]([CH3:21])([CH3:20])[CH3:19])([CH3:24])[CH3:23])[CH:6]=[CH:5]2. Conditions: time 2 hour. Starting materials: CCCCCC (hexane), BrC=1C=C2C=CC(=CC2=CC1)O (6-bromonaphthalen-2-ol), N1C=NC=C1 (imidazole), C(C)(C)(C)[Si](C)(C)Cl (tert.-butylchlorodimethylsilane). Yield: 52.2%. Starting materials: CC(C)=O, CO, CC(C)NCC1=CCCc2c1ccc(Cl)c2Cl, Cl, NCC1=CCCc2c1ccc(Cl)c2Cl. The product is CC(C)NCC1=CCCc2c1ccc(Cl)c2Cl, Cl. Reaction SMILES: [CH3:16][C:17](=[O:18])[CH3:19].[CH3:37][OH:38].[CH:20]([CH3:21])([CH3:22])[NH:23][CH2:24][C:25]1=[CH:26][CH2:27][CH2:28][c:29]2[c:30]([Cl:36])[c:31]([Cl:35])[cH:32][cH:33][c:34]21.[ClH:15].[NH2:1][CH2:2][C:3]1=[CH:14][CH2:12][CH2:11][c:5]2[c:4]1[cH:10][cH:9][c:8]([Cl:13])[c:6]2[Cl:7]>>[CH:20]([CH3:21])([CH3:22])[NH:23][CH2:24][C:25]1=[CH:26][CH2:27][CH2:28][c:29]2[c:30]([Cl:36])[c:31]([Cl:35])[cH:32][cH:33][c:34]21.[ClH:13]. Starting materials: [H-].[Na+] (sodium hydride), C(C)(=O)OCC (ethyl acetate), CN1C=C(C2=CC(=CC=C12)O)C1CCN(CC1)C (1-methyl-3-(1-methylpiperdin-4-yl)-5-hydroxy-1H-indole), C1(=CC=CC=C1)S(=O)(=O)Cl (benzenesulfonyl chloride). Run in C1CCOC1 (THF), C(C)OCC (diethyl ether). Reaction conditions: temperature -4 celsius, time 15 minute. Product: CC=1C=C(C=C2C(=CNC12)C1CCN(CC1)C)OS(=O)(=O)C1=CC=CC=C1 (Benzenesulfonic Acid 7-methyl-3-(1-methylpiperidin-4-yl)-1H-indol-5-yl Ester). Isolated yield 66.0%. Reaction SMILES: C[N:2]1[C:10]2[C:5](=[CH:6][C:7]([OH:11])=[CH:8][CH:9]=2)[C:4]([CH:12]2[CH2:17][CH2:16][N:15]([CH3:18])[CH2:14][CH2:13]2)=[CH:3]1.[H-].[Na+].[C:21]1([S:27](Cl)(=[O:29])=[O:28])[CH:26]=[CH:25][CH:24]=[CH:23][CH:22]=1.[C:31](OCC)(=O)C>C1COCC1.C(OCC)C>[CH3:31][C:9]1[CH:8]=[C:7]([O:11][S:27]([C:21]2[CH:26]=[CH:25][CH:24]=[CH:23][CH:22]=2)(=[O:29])=[O:28])[CH:6]=[C:5]2[C:10]=1[NH:2][CH:3]=[C:4]2[CH:12]1[CH2:13][CH2:14][N:15]([CH3:18])[CH2:16][CH2:17]1 |f:1.2|. Procedure: To a suspension of 1-methyl-3-(1-methylpiperdin-4-yl)-5-hydroxy-1H-indole (2.52 mmol, 0.616 g) in THF (6.4 mL) at room temperature was added 60% sodium hydride (3.03 mmol, 0.121 g). After stirring 15 minutes, benzenesulfonyl chloride (2.77 mmol, 0.490 g) was added. Reaction stirred at room temperature for 24 hours. Reaction then treated with ethyl acetate (25 mL) and washed with water (2×25 mL) then brine (25 mL). The organic phase was dried over sodium sulfate, filtered, concentrated in vacuo t... Reactants: ClCC1=CC=C(C=C1)SC1CN(C1)C(=O)C=1OC(=NN1)C1=CC=CC=C1 ((3-(4-(Chloromethyl)phenylthio)azetidin-1-yl)(5-phenyl-1,3,4-oxadiazol-2-yl)methanone), COCCNC (2-methoxy-N-methylethanamine). Yields the product Cl.COCCN(C)CC1=CC=C(C=C1)SC1CN(C1)C(=O)C=1OC(=NN1)C1=CC=CC=C1 ((3-(4-(((2-Methoxyethyl)(methyl)amino)methyl)phenylthio)azetidin-1-yl)(5-phenyl-1,3,4-oxadiazol-2-yl)methanone hydrochloride). Reaction SMILES: [Cl:1][CH2:2][C:3]1[CH:8]=[CH:7][C:6]([S:9][CH:10]2[CH2:13][N:12]([C:14]([C:16]3[O:17][C:18]([C:21]4[CH:26]=[CH:25][CH:24]=[CH:23][CH:22]=4)=[N:19][N:20]=3)=[O:15])[CH2:11]2)=[CH:5][CH:4]=1.[CH3:27][O:28][CH2:29][CH2:30][NH:31][CH3:32]>>[ClH:1].[CH3:27][O:28][CH2:29][CH2:30][N:31]([CH2:2][C:3]1[CH:8]=[CH:7][C:6]([S:9][CH:10]2[CH2:13][N:12]([C:14]([C:16]3[O:17][C:18]([C:21]4[CH:26]=[CH:25][CH:24]=[CH:23][CH:22]=4)=[N:19][N:20]=3)=[O:15])[CH2:11]2)=[CH:5][CH:4]=1)[CH3:32] |f:2.3|. Reported procedure: Using a similar protocol as described in Example 60 employing 60B (0.16 g, 0.41 mmol) and 2-methoxy-N-methylethanamine (0.037 g, 0.41 mmol) as starting materials afforded the desired compound in neutral form as a gum. The residue was then dissolved in MeOH (2 ml) whereupon HCl in MeOH (1.25 M, 2 ml) was added. After a little while, it was evaporated to dryness. The residue was triturated with MeOH/diethyl ether. There was obtained 0.16 g (80%) of 61 as a solid. 1H NMR (500 MHz, DMSO-d6): δ 2.64 ...